Task: describe an organic reaction: reactants, conditions, products, and yield. Dataset: the Open Reaction Database (ORD), a public repository of structured organic reaction records Starting materials: O1C=C(C=C1)C(=O)NCCSCC(=O)O (2-[(3-furoylamino)ethylthio]acetic acid), N1(CCCCC1)CC=1C=C(OC\C=C/CN)C=CC1 (4-[3-(piperidino-methyl)phenoxy]-cis-2-butenylamine), C=1C=CC2=C(C1)N=NN2O (HOBt), C1CCC(CC1)N=C=NC2CCCCC2 (DCC). Solvent: ClCCl (dichloromethane). Reaction conditions: time 30 minute. Yields the product N1(CCCCC1)CC=1C=C(OC\C=C/CNC(CSCCNC(=O)C2=COC=C2)=O)C=CC1 (N-[4-[3-(piperidinomethyl) phenoxy]-cis-2-butenyl]-2-[2-(3-furoylamino)ethylthio]acetamide). Yield: 44.6%. As a reaction SMILES: [O:1]1[CH:5]=[CH:4][C:3]([C:6]([NH:8][CH2:9][CH2:10][S:11][CH2:12][C:13]([OH:15])=O)=[O:7])=[CH:2]1.C1C=CC2N(O)N=NC=2C=1.C1CCC(N=C=NC2CCCCC2)CC1.[N:41]1([CH2:47][C:48]2[CH:49]=[C:50]([CH:57]=[CH:58][CH:59]=2)[O:51][CH2:52]/[CH:53]=[CH:54]\[CH2:55][NH2:56])[CH2:46][CH2:45][CH2:44][CH2:43][CH2:42]1>ClCCl>[N:41]1([CH2:47][C:48]2[CH:49]=[C:50]([CH:57]=[CH:58][CH:59]=2)[O:51][CH2:52]/[CH:53]=[CH:54]\[CH2:55][NH:56][C:13](=[O:15])[CH2:12][S:11][CH2:10][CH2:9][NH:8][C:6]([C:3]2[CH:4]=[CH:5][O:1][CH:2]=2)=[O:7])[CH2:46][CH2:45][CH2:44][CH2:43][CH2:42]1. Reported procedure: There was suspended 3.52 g (0.0154 mol) of 2-[(3-furoylamino)ethylthio]acetic acid in 80 ml of dichloromethane and added 2.36 g (0.0154 mol) of HOBt and 3.17 g (0.0154 mol) of DCC under cooling with ice, and the mixture was stirred for 30 minutes under cooling with ice. Thereto was added 4.0 g (0.0138 mol) of 4-[3-(piperidino-methyl)phenoxy]-cis-2-butenylamine, and the mixture was stirred for 12 hours at room temperature. The precipitate was filtrated off, and the filtrate was washed with 10% aq...